Dataset: the Open Reaction Database (ORD), a public repository of structured organic reaction records. Task: describe an organic reaction: reactants, conditions, products, and yield The reactants are O=C([O-])O, O=C(O)CN(C(=O)OCc1ccccc1)c1ccnc2ccc(C(F)(F)F)cc12, CCN=C=NCCCN(C)C, ClCCl, CC(C)(C)OC(=O)N1CC(N)C1, [Na+], On1nnc2ccccc21. Product: CC(C)(C)OC(=O)N1CC(NC(=O)CN(C(=O)OCc2ccccc2)c2ccnc3ccc(C(F)(F)F)cc23)C1. Reaction SMILES: [C:63](=[O:64])([OH:65])[O-:66].[CH2:1]([c:2]1[cH:3][cH:4][cH:5][cH:6][cH:7]1)[O:8][C:9](=[O:10])[N:11]([CH2:12][C:13](=[O:14])[OH:15])[c:16]1[cH:17][cH:18][n:19][c:20]2[cH:21][cH:22][c:23]([C:26]([F:27])([F:28])[F:29])[cH:24][c:25]12.[CH3:30][CH2:31][N:32]=[C:33]=[N:34][CH2:35][CH2:36][CH2:37][N:38]([CH3:39])[CH3:40].[Cl:68][CH2:69][Cl:70].[NH2:41][CH:42]1[CH2:43][N:44]([C:46](=[O:47])[O:48][C:49]([CH3:50])([CH3:51])[CH3:52])[CH2:45]1.[Na+:67].[OH:53][n:54]1[c:55]2[c:56]([cH:57][cH:58][cH:59][cH:60]2)[n:61][n:62]1>>[CH2:1]([c:2]1[cH:3][cH:4][cH:5][cH:6][cH:7]1)[O:8][C:9](=[O:10])[N:11]([CH2:12][C:13](=[O:15])[NH:41][CH:42]1[CH2:43][N:44]([C:46](=[O:47])[O:48][C:49]([CH3:50])([CH3:51])[CH3:52])[CH2:45]1)[c:16]1[cH:17][cH:18][n:19][c:20]2[cH:21][cH:22][c:23]([C:26]([F:27])([F:28])[F:29])[cH:24][c:25]12. Starting materials: N1C(=O)NC(=O)CC1=O (Barbituric acid), NC1=NN2C(C=N1)=C(N=C2CCC)C (2-amino-5-methyl-7-propylimidazo[5,1-f]-as-triazine). The solvent is O (water). Product: NC1=NN2C(C(N1)C1C(NC(NC1=O)=O)=O)=C(N=C2CCC)C (5-(2-Amino-3,4-dihydro-5-methyl-7-propylimidazo[5,1-f]-as-triazin-4-yl)-barbituric acid). Reaction SMILES: [NH:1]1[C:8](=[O:9])[CH2:7][C:5](=[O:6])[NH:4][C:2]1=[O:3].[NH2:10][C:11]1[N:16]=[CH:15][C:14]2=[C:17]([CH3:23])[N:18]=[C:19]([CH2:20][CH2:21][CH3:22])[N:13]2[N:12]=1>O>[NH2:10][C:11]1[NH:16][CH:15]([CH:7]2[C:5](=[O:6])[NH:4][C:2](=[O:3])[NH:1][C:8]2=[O:9])[C:14]2=[C:17]([CH3:23])[N:18]=[C:19]([CH2:20][CH2:21][CH3:22])[N:13]2[N:12]=1. Reported procedure: Barbituric acid (1.36 g.) and 2-amino-5-methyl-7-propylimidazo[5,1-f]-as-triazine (Example 4) (2 g.) in water (60 ml.) were stirred for 1.75 hours. The solid was collected and crystallised from water to give a solid m.p. 256°-258°. The reactants are Cl (hydrochloric acid), COC1=CC=C(C=C1)C1=CC=C(C=C1)CC#N (4-(4-methoxyphenyl)phenylacetonitrile), [Li]CCCC (n-BuLi), O1C[C@H]1CCCCCC ((R)-1,2-epoxyoctane). Run in CCCCCC (hexane), O1CCCC1 (tetrahydrofuran), O1CCCC1 (THF), CN(C)P(=O)(N(C)C)N(C)C (HMPA). Reaction conditions: time 1 hour. The product is O[C@@H](CC(C#N)C1=CC=C(C=C1)C1=CC=C(C=C1)OC)CCCCCC ((4R)-4-hydroxy-2-[4-(4-methoxyphenyl)phenyl]decanenitrile). Isolated yield 64.9%. Reaction SMILES: [CH3:1][O:2][C:3]1[CH:8]=[CH:7][C:6]([C:9]2[CH:14]=[CH:13][C:12]([CH2:15][C:16]#[N:17])=[CH:11][CH:10]=2)=[CH:5][CH:4]=1.[Li]CCCC.[O:23]1[C@H:25]([CH2:26][CH2:27][CH2:28][CH2:29][CH2:30][CH3:31])[CH2:24]1.Cl>O1CCCC1.CCCCCC.CN(P(N(C)C)(N(C)C)=O)C>[OH:23][C@H:25]([CH2:26][CH2:27][CH2:28][CH2:29][CH2:30][CH3:31])[CH2:24][CH:15]([C:12]1[CH:13]=[CH:14][C:9]([C:6]2[CH:5]=[CH:4][C:3]([O:2][CH3:1])=[CH:8][CH:7]=2)=[CH:10][CH:11]=1)[C:16]#[N:17]. Procedure details: To a solution of 1.02 g (4.6 mmol) of 4-(4-methoxyphenyl)phenylacetonitrile in 40 ml of tetrahydrofuran (THF) was added, at -78° C., 1.5 M n-BuLi solution in hexane in an amount of 3.6 ml (5.5 mmol). This mixture was stirred for 1 hour. Thereto were added a solution of 705 mg (5.5 mmol) of (R)-1,2-epoxyoctane in 20 ml of THF and 5 ml of HMPA. The resulting mixture was warmed to room temperature, and then stirred overnight. The reaction mixture was neutralized with 3 M hydrochloric acid, and then... Reactants: C(CCC\C=C/C\C=C/C\C=C/C\C=C/C\C=C/CC)(=O)N[C@H](C(=O)OC(C)(C)C)CCCCNC(\C=C\C(=O)OC)=O ((S)-tert-Butyl 2-((5Z,8Z,11Z,14Z,17Z)-icosa-5,8,11,14,17-pentaenamido)-6-((E)-4-methoxy-4-oxobut-2-enamido)hexanoate), Cl (HCl). The solvent is O1CCOCC1 (dioxane). Reaction conditions: time 2 hour. Yields the product C(CCC\C=C/C\C=C/C\C=C/C\C=C/C\C=C/CC)(=O)N[C@H](C(=O)O)CCCCNC(\C=C\C(=O)OC)=O ((S)-2-((5Z,8Z,11Z,14Z,17Z)-icosa-5,8,11,14,17-pentaenamido)-6-((E)-4-methoxy-4-oxobut-2-enamido)hexanoic acid). As a reaction SMILES: [C:1]([NH:22][C@@H:23]([CH2:31][CH2:32][CH2:33][CH2:34][NH:35][C:36](=[O:43])/[CH:37]=[CH:38]/[C:39]([O:41][CH3:42])=[O:40])[C:24]([O:26]C(C)(C)C)=[O:25])(=[O:21])[CH2:2][CH2:3][CH2:4]/[CH:5]=[CH:6]\[CH2:7]/[CH:8]=[CH:9]\[CH2:10]/[CH:11]=[CH:12]\[CH2:13]/[CH:14]=[CH:15]\[CH2:16]/[CH:17]=[CH:18]\[CH2:19][CH3:20].Cl>O1CCOCC1>[C:1]([NH:22][C@@H:23]([CH2:31][CH2:32][CH2:33][CH2:34][NH:35][C:36](=[O:43])/[CH:37]=[CH:38]/[C:39]([O:41][CH3:42])=[O:40])[C:24]([OH:26])=[O:25])(=[O:21])[CH2:2][CH2:3][CH2:4]/[CH:5]=[CH:6]\[CH2:7]/[CH:8]=[CH:9]\[CH2:10]/[CH:11]=[CH:12]\[CH2:13]/[CH:14]=[CH:15]\[CH2:16]/[CH:17]=[CH:18]\[CH2:19][CH3:20]. Procedure details: (S)-tert-Butyl 2-((5Z,8Z,11Z,14Z,17Z)-icosa-5,8,11,14,17-pentaenamido)-6-((E)-4-methoxy-4-oxobut-2-enamido)hexanoate (200 mg, 0.334 mmol) was taken up in 3 mL of a 4 N HCl solution in dioxane and stirred at room temperature under an inert atmosphere of argon for 2 h. The reaction mixture was concentrated under reduced pressure and the resulting residue was portioned between 30 mL of EtOAc and 30 mL of water. The organic layer was further washed with brine until the pH of the water layer was clos...